From a dataset of the Open Reaction Database (ORD), a public repository of structured organic reaction records. describe an organic reaction: reactants, conditions, products, and yield The reactants are N[C@H]1C[C@H]([C@@H](C1)NC(=O)C1=C(NC2=C1N=CN=C2C2=C(C=CC(=C2)C(F)F)OCC2CC2)C)C (N-[(1R*,2R*,4S*)-4-amino-2-methylcyclopentyl]-4-[2-(cyclopropylmethoxy)-5-(difluoromethyl)phenyl]-6-methyl-5H-pyrrolo[3,2-d]pyrimidine-7-carboxamide), COCC(=O)Cl (methoxy-acetyl chloride). Product: C1(CC1)COC1=C(C=C(C=C1)C(F)F)C=1C2=C(N=CN1)C(=C(N2)C)C(=O)N[C@H]2[C@@H](C[C@@H](C2)NC(COC)=O)C (4-[2-(Cyclopropylmethoxy)-5-(difluoromethyl)phenyl]-N-{(1R*,2R*,4S*)-4-[(methoxyacetyl)amino]-2-methylcyclopentyl}-6-methyl-5H-pyrrolo[3,2-d]pyrimidine-7-carboxamide). Reaction SMILES: [NH2:1][C@@H:2]1[CH2:6][C@@H:5]([NH:7][C:8]([C:10]2[C:14]3[N:15]=[CH:16][N:17]=[C:18]([C:19]4[CH:24]=[C:23]([CH:25]([F:27])[F:26])[CH:22]=[CH:21][C:20]=4[O:28][CH2:29][CH:30]4[CH2:32][CH2:31]4)[C:13]=3[NH:12][C:11]=2[CH3:33])=[O:9])[C@H:4]([CH3:34])[CH2:3]1.[CH3:35][O:36][CH2:37][C:38](Cl)=[O:39]>>[CH:30]1([CH2:29][O:28][C:20]2[CH:21]=[CH:22][C:23]([CH:25]([F:27])[F:26])=[CH:24][C:19]=2[C:18]2[C:13]3[NH:12][C:11]([CH3:33])=[C:10]([C:8]([NH:7][C@@H:5]4[CH2:6][C@@H:2]([NH:1][C:38](=[O:39])[CH2:37][O:36][CH3:35])[CH2:3][C@H:4]4[CH3:34])=[O:9])[C:14]=3[N:15]=[CH:16][N:17]=2)[CH2:32][CH2:31]1. Procedure: Starting from N-[(1R*,2R*,4S*)-4-amino-2-methylcyclopentyl]-4-[2-(cyclopropylmethoxy)-5-(difluoromethyl)phenyl]-6-methyl-5H-pyrrolo[3,2-d]pyrimidine-7-carboxamide (example D.f69) and commercially available methoxy-acetyl chloride the title compound is obtained as colorless solid. Reactants: COC(=O)CNC(=O)C(C)NC(=O)C(Cc1ccc(OCc2c(Cl)cccc2Cl)cc1)NC(=O)OC(C)(C)C, CC(C)=O, Cl, [Na+], [OH-]. Product: CC(NC(=O)C(Cc1ccc(OCc2c(Cl)cccc2Cl)cc1)NC(=O)OC(C)(C)C)C(=O)NCC(=O)O. RXN SMILES: [CH3:3][O:4][C:5]([CH2:6][NH:7][C:8]([CH:9]([NH:10][C:11]([CH:12]([NH:13][C:14](=[O:15])[O:16][C:17]([CH3:18])([CH3:19])[CH3:20])[CH2:21][c:22]1[cH:23][cH:24][c:25]([O:28][CH2:29][c:30]2[c:31]([Cl:37])[cH:32][cH:33][cH:34][c:35]2[Cl:36])[cH:26][cH:27]1)=[O:38])[CH3:39])=[O:40])=[O:41].[CH3:43][C:44](=[O:45])[CH3:46].[ClH:42].[Na+:2].[OH-:1]>>[O:4]=[C:5]([CH2:6][NH:7][C:8]([CH:9]([NH:10][C:11]([CH:12]([NH:13][C:14](=[O:15])[O:16][C:17]([CH3:18])([CH3:19])[CH3:20])[CH2:21][c:22]1[cH:23][cH:24][c:25]([O:28][CH2:29][c:30]2[c:31]([Cl:37])[cH:32][cH:33][cH:34][c:35]2[Cl:36])[cH:26][cH:27]1)=[O:38])[CH3:39])=[O:40])[OH:41]. The reactants are CO, COC(=O)CCCCCCc1cc(-c2ccccc2OC)no1, [Na+], [OH-]. Yields the product COc1ccccc1-c1cc(CCCCCCC(=O)O)on1. As a reaction SMILES: [CH3:26][OH:27].[CH3:3][O:4][C:5]([CH2:6][CH2:7][CH2:8][CH2:9][CH2:10][CH2:11][c:12]1[cH:13][c:14](-[c:17]2[c:18]([O:23][CH3:24])[cH:19][cH:20][cH:21][cH:22]2)[n:15][o:16]1)=[O:25].[Na+:2].[OH-:1]>>[O:4]=[C:5]([CH2:6][CH2:7][CH2:8][CH2:9][CH2:10][CH2:11][c:12]1[cH:13][c:14](-[c:17]2[c:18]([O:23][CH3:24])[cH:19][cH:20][cH:21][cH:22]2)[n:15][o:16]1)[OH:25]. The reactants are CO (methanol), Cl (HCl), NC1=NC=NC=C1OC1=CC=CC=C1 (4-amino-5-phenoxy pyrimidine), white crystalline solid. The solvent is C(C)(=O)OCC (ethyl acetate), C(C)(=O)OCC (ethyl acetate). Product: Cl.NC1=NC=NC=C1OC1=CC=CC=C1 (4-amino-5-phenoxy pyrimidine hydrochloride). As a reaction SMILES: [NH2:1][C:2]1[C:7]([O:8][C:9]2[CH:14]=[CH:13][CH:12]=[CH:11][CH:10]=2)=[CH:6][N:5]=[CH:4][N:3]=1.CO.[ClH:17]>C(OCC)(=O)C>[ClH:17].[NH2:1][C:2]1[C:7]([O:8][C:9]2[CH:14]=[CH:13][CH:12]=[CH:11][CH:10]=2)=[CH:6][N:5]=[CH:4][N:3]=1 |f:4.5|. Procedure: To a solution of 15.3 g. (0.082 mol) of 4-amino-5-phenoxy pyrimidine in 100 ml. of 5% methanol in ethyl acetate was slowly added an ethyl acetate solution saturated with HCl gas. The clear solution was heated on a steam bath to remove the methanol until the solution became slightly cloudy. Cooling gave 10.2 g. (55%) of white crystalline solid mp 220°-221°. The reactants are O=c1[nH]cnn2c(C3CCCCC3)ncc12, O=C1CCC(=O)N1I, CN(C)C=O, O. The product is O=c1[nH]cnn2c(C3CCCCC3)nc(I)c12. As a reaction SMILES: [CH:1]1([c:7]2[n:8][cH:9][c:10]3[c:11](=[O:16])[nH:12][cH:13][n:14][n:15]23)[CH2:2][CH2:3][CH2:4][CH2:5][CH2:6]1.[I:17][N:18]1[C:19](=[O:20])[CH2:21][CH2:22][C:23]1=[O:24].[O:25]=[CH:26][N:27]([CH3:28])[CH3:29].[OH2:30]>>[CH:1]1([c:7]2[n:8][c:9]([I:17])[c:10]3[c:11](=[O:16])[nH:12][cH:13][n:14][n:15]23)[CH2:2][CH2:3][CH2:4][CH2:5][CH2:6]1.